Dataset: the Open Reaction Database (ORD), a public repository of structured organic reaction records. Task: describe an organic reaction: reactants, conditions, products, and yield Reactants: COC=1C=C(C(=O)O)C=C(C1)[N+](=O)[O-] (3-Methoxy-5-nitrobenzoic acid), Pd(C). Run in C(C)O (ethanol). Product: NC=1C=C(C(=O)O)C=C(C1)OC (3-Amino-5-methoxybenzoic acid). Isolated yield 111.0%. Reaction SMILES: [CH3:1][O:2][C:3]1[CH:4]=[C:5]([CH:9]=[C:10]([N+:12]([O-])=O)[CH:11]=1)[C:6]([OH:8])=[O:7]>C(O)C>[NH2:12][C:10]1[CH:9]=[C:5]([CH:4]=[C:3]([O:2][CH3:1])[CH:11]=1)[C:6]([OH:8])=[O:7]. Reported procedure: 3-Methoxy-5-nitrobenzoic acid (510 mg) was dissolved in 5 ml of ethanol and 10% Pd(C) (50 mg) was added. The resulting suspension was stirred under a hydrogen-filled balloon for 2 hours. Then the reaction mixture was filtered and concentrated to dryness. Isolated dark brown solid (480 mg) was used without further purification in the next step. Starting materials: solution, BrC1=CC=C(C=C1)S(=O)(=O)O[C@H]1C[C@H](N(C1)C(=O)OC(C)(C)C)C(=O)OC (1-tert-butyl 2-methyl (2S,4S)-4-[((4-bromophenyl)sulfonyl)oxy]pyrrolidine-1,2-dicarboxylate), solution, Cl (HCl), O1CCOCC1 (dioxane). The solvent is CCOCC (Et2O). Run at time 16 hour. Yields the product Cl.BrC1=CC=C(C=C1)S(=O)(=O)O[C@H]1C[C@H](NC1)C(=O)OC (Methyl (2S,4S)-4-[((4-bromophenyl)sulfonyl)oxy]pyrrolidine-2-carboxylate hydrochloride). Reaction SMILES: [Br:1][C:2]1[CH:7]=[CH:6][C:5]([S:8]([O:11][C@@H:12]2[CH2:16][N:15](C(OC(C)(C)C)=O)[C@H:14]([C:24]([O:26][CH3:27])=[O:25])[CH2:13]2)(=[O:10])=[O:9])=[CH:4][CH:3]=1.[ClH:28].O1CCOCC1>CCOCC>[ClH:28].[Br:1][C:2]1[CH:3]=[CH:4][C:5]([S:8]([O:11][C@@H:12]2[CH2:16][NH:15][C@H:14]([C:24]([O:26][CH3:27])=[O:25])[CH2:13]2)(=[O:10])=[O:9])=[CH:6][CH:7]=1 |f:4.5|. Procedure: To a 0.22 M solution of 1-tert-butyl 2-methyl (2S,4S)-4-[((4-bromophenyl)sulfonyl)oxy]pyrrolidine-1,2-dicarboxylate (prepared as described in WO2006/119061) in Et2O at 0° C. was added dropwise a 4M solution of HCl in dioxane (25 eq.) and the resulting mixture was stirred at RT for 16 h, after which time a solid product was formed. The suspension was filtered and the filter cake was washed with cold Et2O. The solid product was dried in vacuo and the product used without further purification. MS (... Reactants: [Br-], [Br-], [Br-], OC(c1c(Cl)ccc(F)c1Cl)c1c[nH]c2ncc(Br)cc12, C[Si](C)(C)C#N, ClCCl, [In+3]. Yields the product N#CC(c1c(Cl)ccc(F)c1Cl)c1c[nH]c2ncc(Br)cc12. RXN SMILES: [Br-:10].[Br-:7].[Br-:9].[Br:14][c:15]1[cH:16][c:17]2[c:18]([n:19][cH:20]1)[nH:21][cH:22][c:23]2[CH:24]([OH:25])[c:26]1[c:27]([Cl:34])[c:28]([F:33])[cH:29][cH:30][c:31]1[Cl:32].[CH3:1][Si:2]([CH3:3])([CH3:4])[C:5]#[N:6].[Cl:11][CH2:12][Cl:13].[In+3:8]>>[C:5](#[N:6])[CH:24]([c:23]1[c:17]2[cH:16][c:15]([Br:14])[cH:20][n:19][c:18]2[nH:21][cH:22]1)[c:26]1[c:27]([Cl:34])[c:28]([F:33])[cH:29][cH:30][c:31]1[Cl:32]. The reactants are C(C)(=O)OCC (Ethyl acetate), C(C1=CC=CC=C1)OC(=O)C1(CC1)C(NC1=C(C=C(C=C1)OC1=CC(=NC=C1)NC(=O)N1CCC(CC1)N1CCN(CC1)C)F)=O (1-[2-Fluoro-4-(2-{[4-(4-methylpiperazin-1-yl)piperidine-1-carbonyl]amino}pyridin-4-yloxy)phenylcarbamoyl]cyclopropanecarboxylic acid benzyl ester). The reagents and catalysts are [Pd] (palladium on carbon). Run in O1CCCC1 (tetrahydrofuran), C(C)O (ethanol), O (water). Run at time 3 hour. Yields the product FC1=C(C=CC(=C1)OC1=CC(=NC=C1)NC(=O)N1CCC(CC1)N1CCN(CC1)C)NC(=O)C1(CC1)C(=O)O (1-[2-Fluoro-4-(2-{[4-(4-methylpiperazin-1-yl)piperidine-1-carbonyl]amino}pyridin-4-yloxy)phenylcarbamoyl]cyclopropanecarboxylic acid). The yield is 98.0%. Reaction SMILES: C([O:8][C:9]([C:11]1([C:14](=[O:46])[NH:15][C:16]2[CH:21]=[CH:20][C:19]([O:22][C:23]3[CH:28]=[CH:27][N:26]=[C:25]([NH:29][C:30]([N:32]4[CH2:37][CH2:36][CH:35]([N:38]5[CH2:43][CH2:42][N:41]([CH3:44])[CH2:40][CH2:39]5)[CH2:34][CH2:33]4)=[O:31])[CH:24]=3)=[CH:18][C:17]=2[F:45])[CH2:13][CH2:12]1)=[O:10])C1C=CC=CC=1.C(OCC)(=O)C>O1CCCC1.C(O)C.O.[Pd]>[F:45][C:17]1[CH:18]=[C:19]([O:22][C:23]2[CH:28]=[CH:27][N:26]=[C:25]([NH:29][C:30]([N:32]3[CH2:37][CH2:36][CH:35]([N:38]4[CH2:39][CH2:40][N:41]([CH3:44])[CH2:42][CH2:43]4)[CH2:34][CH2:33]3)=[O:31])[CH:24]=2)[CH:20]=[CH:21][C:16]=1[NH:15][C:14]([C:11]1([C:9]([OH:10])=[O:8])[CH2:13][CH2:12]1)=[O:46]. Procedure details: 1-[2-Fluoro-4-(2-{[4-(4-methylpiperazin-1-yl)piperidine-1-carbonyl]amino}pyridin-4-yloxy)phenylcarbamoyl]cyclopropanecarboxylic acid benzyl ester (500 mg) was dissolved in a mixed solvent of tetrahydrofuran (2.5 ml), ethanol (2.5 ml) and water (1.5 ml), palladium on carbon (100 mg) was added, and the mixture was stirred at room temperature under a hydrogen atmosphere (0.15 MPa) for 3 hours. The reaction mixture was filtered, and the residue was washed with a 90% aqueous ethanol (1 ml), and the f... Yields the product NCCC1=CC=C(C=C1)C(C(=O)OC(C)(C)C)C (t-butyl p-(2-aminoethyl)-phenylpropionate). Reported procedure: p-Bromophenylacetonitrile is first condensed with t-butyl acrylate under conditons of the palladium acetate catalyzed Heck reaction. The resulting acrylate is hydrogenated with palladium on charcoal catalyst followed by reduction (of the cyano group) with sodium borohydride in the presence of cobalt(II) chloride to yield t-butyl p-(2-aminoethyl)-phenylpropionate. Condensation with 2-alpha,3-alpha-dihydroxy-4β-[9-(2-chloroadenyl)]-cyclopentane-1β-N-ethylcarboxamide yields the t-butyl ester of com... RXN SMILES: Br[C:2]1[CH:7]=[CH:6][C:5]([CH2:8][C:9]#[N:10])=[CH:4][CH:3]=1.[C:11]([O:15][C:16]([CH3:19])([CH3:18])[CH3:17])(=[O:14])[CH:12]=[CH2:13].C([O-])(=O)C=C.[BH4-].[Na+]>[Pd].C([O-])(=O)C.[Pd+2].C([O-])(=O)C.[Co](Cl)Cl>[NH2:10][CH2:9][CH2:8][C:5]1[CH:6]=[CH:7][C:2]([CH:12]([CH3:13])[C:11]([O:15][C:16]([CH3:19])([CH3:18])[CH3:17])=[O:14])=[CH:3][CH:4]=1 |f:3.4,6.7.8|. Reactants: BrC1=CC=C(C=C1)CC#N (p-Bromophenylacetonitrile), [BH4-].[Na+] (sodium borohydride), C(C=C)(=O)OC(C)(C)C (t-butyl acrylate), C(C=C)(=O)[O-] (acrylate). The reagents and catalysts are [Pd] (palladium on charcoal), [Co](Cl)Cl (cobalt(II) chloride), C(C)(=O)[O-].[Pd+2].C(C)(=O)[O-] (palladium acetate). Starting materials: Cc1ccc2c(N3CCC(NC(=O)OC(C)(C)C)C3)nc(-c3ccccc3O)nc2c1, ClCCl, O=C(O)C(F)(F)F, [Na+], O=C([O-])O. Product: Cc1ccc2c(N3CCC(N)C3)nc(-c3ccccc3O)nc2c1. As a reaction SMILES: [C:1]([O:2][C:3](=[O:4])[NH:7][CH:8]1[CH2:9][N:10]([c:13]2[n:14][c:15](-[c:24]3[c:25]([OH:30])[cH:26][cH:27][cH:28][cH:29]3)[n:16][c:17]3[cH:18][c:19]([CH3:23])[cH:20][cH:21][c:22]23)[CH2:11][CH2:12]1)([CH3:5])([CH3:6])[CH3:31].[Cl:44][CH2:45][Cl:46].[F:32][C:33]([F:34])([F:35])[C:36]([OH:37])=[O:38].[Na+:43].[O-:39][C:40]([OH:41])=[O:42]>>[NH2:7][CH:8]1[CH2:9][N:10]([c:13]2[n:14][c:15](-[c:24]3[c:25]([OH:30])[cH:26][cH:27][cH:28][cH:29]3)[n:16][c:17]3[cH:18][c:19]([CH3:23])[cH:20][cH:21][c:22]23)[CH2:11][CH2:12]1. The reactants are COC(C1=C(C=CC(=C1)O)O)=O (2,5-dihydroxybenzoic acid methyl ester), BrCCCCCCCCCCCCCCCCCC (1-bromooctadecane), C([O-])([O-])=O.[K+].[K+] (potassium carbonate). Run in CC(=O)C (acetone). Yields the product COC(C1=C(C=CC(=C1)OCCCCCCCCCCCCCCCCCC)O)=O (2-hydroxy-5-(octadecyloxy)benzoic acid methyl ester). Yield: 69.9%. Reaction SMILES: [CH3:1][O:2][C:3](=[O:12])[C:4]1[CH:9]=[C:8]([OH:10])[CH:7]=[CH:6][C:5]=1[OH:11].Br[CH2:14][CH2:15][CH2:16][CH2:17][CH2:18][CH2:19][CH2:20][CH2:21][CH2:22][CH2:23][CH2:24][CH2:25][CH2:26][CH2:27][CH2:28][CH2:29][CH2:30][CH3:31].C(=O)([O-])[O-].[K+].[K+]>CC(C)=O>[CH3:1][O:2][C:3](=[O:12])[C:4]1[CH:9]=[C:8]([O:10][CH2:31][CH2:30][CH2:29][CH2:28][CH2:27][CH2:26][CH2:25][CH2:24][CH2:23][CH2:22][CH2:21][CH2:20][CH2:19][CH2:18][CH2:17][CH2:16][CH2:15][CH3:14])[CH:7]=[CH:6][C:5]=1[OH:11] |f:2.3.4|. Procedure: A mixture of 2.0 g (11.9 mmol) of 2,5-dihydroxybenzoic acid methyl ester, 4.55 g (13.1 mmol) of 1-bromooctadecane and 1.9 g (13.7 mmol) of potassium carbonate in 50 ml of acetone was stirred at reflux for 24 hours. The solvent was removed at reduced pressure and the residue was treated with water. The product was extracted with ethyl acetate and the dried extract was concentrated to a solid which was recrystallized from ethyl acetate-hexane to give 3.5 g (70% yield, mp 53°-54°) of 2-hydroxy-5-(o...